Dataset: the Open Reaction Database (ORD), a public repository of structured organic reaction records. Task: describe an organic reaction: reactants, conditions, products, and yield Reactants: Tris-(2-aminoethyl)aminomethyl polystyrene, C(C(CO)(CO)N)O (Trisamine), N1CCC(CC1)COC1=C2C(=NC(=NC2=CC=C1)N)N (5-(Piperidin-4-ylmethoxy)quinazoline-2,4-diamine), 3-(morpholino)propyl polystyrene sulfonamide, CN1CCOCC1 (NMM), FC=1C=C(C(=O)Cl)C=CC1F (3,4-difluorobenzoyl chloride). Solvent: CN(C=O)C (N,N-dimethylformamide). Conditions: time 2 hour. The product is NC1=NC2=CC=CC(=C2C(=N1)N)OCC1CCN(CC1)C(=O)C1=CC(=C(C=C1)F)F ([4-(2,4-diamino-quinazolin-5-yloxymethyl)-piperidin-1-yl]-(3,4-difluorophenyl)-methanone). Yield: 157.8%. RXN SMILES: [NH:1]1[CH2:6][CH2:5][CH:4]([CH2:7][O:8][C:9]2[CH:18]=[CH:17][CH:16]=[C:15]3[C:10]=2[C:11]([NH2:20])=[N:12][C:13]([NH2:19])=[N:14]3)[CH2:3][CH2:2]1.CN1CCOCC1.[F:28][C:29]1[CH:30]=[C:31]([CH:35]=[CH:36][C:37]=1[F:38])[C:32](Cl)=[O:33].C(O)C(N)(CO)CO>CN(C)C=O>[NH2:19][C:13]1[N:12]=[C:11]([NH2:20])[C:10]2[C:15](=[CH:16][CH:17]=[CH:18][C:9]=2[O:8][CH2:7][CH:4]2[CH2:5][CH2:6][N:1]([C:32]([C:31]3[CH:35]=[CH:36][C:37]([F:38])=[C:29]([F:28])[CH:30]=3)=[O:33])[CH2:2][CH2:3]2)[N:14]=1. Procedure: 5-(Piperidin-4-ylmethoxy)quinazoline-2,4-diamine (50 mg; 0.18 mmol) was shaken for 60 hours at room temperature in the presence of 3-(morpholino)propyl polystyrene sulfonamide (PS-NMM) (160 mg; 0.4 mmol) and 3,4-difluorobenzoyl chloride (65.3 mg; 0.37 mmol) in 4 mL N,N-dimethylformamide. Tris-(2-aminoethyl)aminomethyl polystyrene (PS-Trisamine) (112 mg; 0.4 mmol) was then added to the mixture and continued to shake for an additional 2 hours. Resins were filtered off and rinsed with methanol. Fil... Starting materials: [BH4-].[Na+] (Sodium borohydride), [N+](=O)([O-])C1=CC=C(S1)C=O (5-nitro-2-thiophenecarboxaldehyde), C(C)O (ethanol). Solvent: O (water). Reaction conditions: time 40 minute. Yields the product OCC=1SC(=CC1)[N+](=O)[O-] (2-hydroxymethyl-5-nitrothiophene). Isolated yield 49.4%. RXN SMILES: [BH4-].[Na+].[N+:3]([C:6]1[S:10][C:9]([CH:11]=[O:12])=[CH:8][CH:7]=1)([O-:5])=[O:4].C(O)C>O>[OH:12][CH2:11][C:9]1[S:10][C:6]([N+:3]([O-:5])=[O:4])=[CH:7][CH:8]=1 |f:0.1|. Procedure details: Sodium borohydride (0.24 g) was added to a mixture of 5-nitro-2-thiophenecarboxaldehyde (1.0 g) and ethanol (30 ml) at 0° C. and then this mixture was stirred at the same temperature for 40 minutes. The reaction mixture was poured into water and extracted with dichloromethane. The dichloromethane layer was washed with water and dried (MgSO4), after which the solvent was evaporated off, to yield 2-hydroxymethyl-5-nitrothiophene (0.5 g, 49%). Run in O (water), C1CCOC1 (THF). Product: C(C)(C)(C)OC(=O)N1[C@@H]2C[C@@H]2CC[C@H]1CN1C(C2=CC=CC=C2C1=O)=O ((1R,3S,6S)-tert-butyl-3-((1,3-dioxoisoindolin-2-yl)methyl)-2-azabicyclo[4.1.0]-heptane-2-carboxylate). Reactants: solution, CCOC(=O)/N=N/C(=O)OCC (DEAD), C1(=CC=CC=C1)C (toluene), C(C)(C)(C)OC(=O)N1[C@@H]2C[C@@H]2CC[C@H]1CO ((1R,3S,6S)-tert-butyl-3-(hydroxymethyl)-2-azabicyclo[4.1.0]heptane-2-carboxylate), C1(C=2C(C(N1)=O)=CC=CC2)=O (phtalimide), C1(=CC=CC=C1)P(C1=CC=CC=C1)C1=CC=CC=C1 (triphenylphosphine). Reaction conditions: temperature 0 celsius, time 3 hour. Procedure: A suspension of D7 (10 g, 44 mmol), phtalimide (10.29 g, 70 mmol) and triphenylphosphine (18.34 g, 70 mmol) in THF (150 mL) was cooled at 0° C., then a 40% solution of DEAD in toluene (31.94 mL, 70 mmol) was added. The mixture was stirred at room temperature for 3 hours, then water was added and the mixture was concentrated under vacuum; the residue was dissolved in DCM, washed with water and organics were evaporated. Cyclohexane (300 mL) and DCM (10 mL) were added, the precipitate was discarded... As a reaction SMILES: [C:1]([O:5][C:6]([N:8]1[C@H:14]([CH2:15]O)[CH2:13][CH2:12][C@@H:11]2[C@H:9]1[CH2:10]2)=[O:7])([CH3:4])([CH3:3])[CH3:2].[C:17]1(=[O:27])[NH:21][C:20](=[O:22])[C:19]2=[CH:23][CH:24]=[CH:25][CH:26]=[C:18]12.C1(P(C2C=CC=CC=2)C2C=CC=CC=2)C=CC=CC=1.CCOC(/N=N/C(OCC)=O)=O.C1(C)C=CC=CC=1>C1COCC1.O>[C:1]([O:5][C:6]([N:8]1[C@H:14]([CH2:15][N:21]2[C:17](=[O:27])[C:18]3[C:19](=[CH:23][CH:24]=[CH:25][CH:26]=3)[C:20]2=[O:22])[CH2:13][CH2:12][C@@H:11]2[C@H:9]1[CH2:10]2)=[O:7])([CH3:2])([CH3:3])[CH3:4]. Reactants: C(C1=CC=CC=C1)OC(=O)N[C@@H]1CN([C@@H]2CC3=CNC4=CC=CC([C@H]2C1)=C34)C (8α-benzyloxycarbonylamino-6-methylergoline), C(#N)Br (cyanobromide). Run in C(Cl)(Cl)Cl (chloroform). Product: C(C1=CC=CC=C1)OC(=O)N[C@@H]1CN([C@@H]2CC3=CNC4=CC=CC([C@H]2C1)=C34)C#N (8α-benzyloxycarbonylamino-6-cyanoergoline). Reaction SMILES: [CH2:1]([O:8][C:9]([NH:11][C@H:12]1[CH2:26][C@H:25]2[C@@H:15]([CH2:16][C:17]3[C:27]4[C:20](=[CH:21][CH:22]=[CH:23][C:24]2=4)[NH:19][CH:18]=3)[N:14]([CH3:28])[CH2:13]1)=[O:10])[C:2]1[CH:7]=[CH:6][CH:5]=[CH:4][CH:3]=1.C(Br)#[N:30]>C(Cl)(Cl)Cl>[CH2:1]([O:8][C:9]([NH:11][C@H:12]1[CH2:26][C@H:25]2[C@@H:15]([CH2:16][C:17]3[C:27]4[C:20](=[CH:21][CH:22]=[CH:23][C:24]2=4)[NH:19][CH:18]=3)[N:14]([C:28]#[N:30])[CH2:13]1)=[O:10])[C:2]1[CH:3]=[CH:4][CH:5]=[CH:6][CH:7]=1. Reported procedure: A solution of 29.5 g (79 mM) of 8α-benzyloxycarbonylamino-6-methylergoline obtained from step (a) and 25 g (236 mM) cyanobromide in 600 ml chloroform is stirred for 65 hours at room temperature and finally concentrated on a rotary evaporator to give the heading compound which is dried in a high vacuum. Starting materials: C(C1=CC=CC=C1)NC(CN)=O (N-benzylglycinamide), O=CCCC(=O)OCC (ethyl 4-oxobutanoate), C1(=CC=CC=C1)C (toluene). Yields the product C(C1=CC=CC=C1)N1C(NC(C1)=O)CCC(=O)OCC (Ethyl 1-benzyl-4-oxo-2-imidazolidinepropanoate). Reaction SMILES: C([NH:8][C:9](=[O:12])[CH2:10][NH2:11])C1C=CC=CC=1.O=[CH:14][CH2:15][CH2:16][C:17]([O:19][CH2:20][CH3:21])=[O:18].[C:22]1([CH3:28])[CH:27]=[CH:26][CH:25]=[CH:24][CH:23]=1>>[CH2:28]([N:11]1[CH2:10][C:9](=[O:12])[NH:8][CH:14]1[CH2:15][CH2:16][C:17]([O:19][CH2:20][CH3:21])=[O:18])[C:22]1[CH:27]=[CH:26][CH:25]=[CH:24][CH:23]=1. Reported procedure: A suspension of N-benzylglycinamide (35.5 g, 0.22 mol) and ethyl 4-oxobutanoate (31 g, 0.24 mol) in toluene (370 ml) was refluxed for 6 hours in a Dean-Stark apparatus. After cooling, the mixture was extracted twice with 10% sulphuric acid (200+100 ml); the aqueous extracts were neutralized with sodium hydrogen carbonate and extracted twice with toluene (250 ml of each time). The organic solution was washed with water (100 ml), dried (MgSO4) and evaporated under vacuum to afford an oil which was...